This data is from the Open Reaction Database (ORD), a public repository of structured organic reaction records. The task is: describe an organic reaction: reactants, conditions, products, and yield The reactants are C(C1=CC=CC=C1)OC(NC1=CC=C(C=C1)NC(CCCCN(C)C)=O)=O ([4-(5-Dimethylamino-pentanoylamino)-phenyl]carbamic acid benzyl ester), Br (hydrobromic acid), C(C)OCC (Diethylether). Solvent: C(C)(=O)O (acetic acid). The product is NC1=CC=C(C=C1)NC(CCCCN(C)C)=O (5-Dimethylamino-pentanoic acid (4-amino-phenyl)-amide). Yield: 82.9%. Reaction SMILES: C(OC(=O)[NH:10][C:11]1[CH:16]=[CH:15][C:14]([NH:17][C:18](=[O:26])[CH2:19][CH2:20][CH2:21][CH2:22][N:23]([CH3:25])[CH3:24])=[CH:13][CH:12]=1)C1C=CC=CC=1.Br.C(OCC)C>C(O)(=O)C>[NH2:10][C:11]1[CH:16]=[CH:15][C:14]([NH:17][C:18](=[O:26])[CH2:19][CH2:20][CH2:21][CH2:22][N:23]([CH3:24])[CH3:25])=[CH:13][CH:12]=1. Reported procedure: Compound 3 (1.94 g, 0.005 mol) was stirred in 48% w/v hydrobromic acid in acetic acid (11 mL) for 1 h. Diethylether was added till a cream precipitate appeared and the ethereal solution decanted. The resulting white sticky solid was suspended in dichloromethane (100 mL) and 1 M aqueous sodium hydroxide (20 mL). The aqueous layer was extracted with dichloromethane (1×50 mL) and the combined organic layers were washed with saturated brine (1×50 mL), dried (MgSO4) and concentrated in vacuo to give ...